From a dataset of the Open Reaction Database (ORD), a public repository of structured organic reaction records. describe an organic reaction: reactants, conditions, products, and yield Reactants: CN(S(=O)(=O)C=1C=C(C(=O)O)C=CC1)C (3-(N,N-Dimethylsulfamoyl)benzoic acid), S(O)(O)(=O)=O (sulfuric acid), CO (methanol). Product: CN(S(=O)(=O)C=1C=C(C(=O)OC)C=CC1)C (Methyl 3-(N,N-dimethylsulfamoyl)benzoate). As a reaction SMILES: [CH3:1][N:2]([CH3:15])[S:3]([C:6]1[CH:7]=[C:8]([CH:12]=[CH:13][CH:14]=1)[C:9]([OH:11])=[O:10])(=[O:5])=[O:4].S(=O)(=O)(O)O.[CH3:21]O>>[CH3:1][N:2]([CH3:15])[S:3]([C:6]1[CH:7]=[C:8]([CH:12]=[CH:13][CH:14]=1)[C:9]([O:11][CH3:21])=[O:10])(=[O:4])=[O:5]. Procedure: 3-(N,N-Dimethylsulfamoyl)benzoic acid (200 mg, 0.872 mmol) was refluxed overnight in the presence of concentrated sulfuric acid (5.64 mg, 0.044 mmol) in methanol (10 mL) at 70° C. Reaction was monitored by TLC. After completion of the reaction, the solvent was removed by vacuum and then compound was purified by column chromatography affording the title compound (125 mg). 1H NMR (400 MHz, CDCl3): δ 8.42 (s, 1H), 8.27 (d, 1H, J=8.0 Hz), 7.97 (d, 1H, J=7.2 Hz), 7.65 (t, 1H, J=8.0 Hz), 3.96 (s, 3H),... Starting materials: C1CCOC1, CCO, CCCOc1ccc(-c2ccc3c(c2)C=C(C(=O)OC)CCN3C=O)cc1, Cl, [Na+], [OH-]. The product is CCCOc1ccc(-c2ccc3c(c2)C=C(C(=O)O)CCN3C=O)cc1. As a reaction SMILES: [CH2:31]1[O:32][CH2:33][CH2:34][CH2:35]1.[CH3:36][CH2:37][OH:38].[CH:1](=[O:2])[N:3]1[CH2:4][CH2:5][C:6]([C:24](=[O:25])[O:26][CH3:27])=[CH:7][c:8]2[c:9]1[cH:10][cH:11][c:12](-[c:14]1[cH:15][cH:16][c:17]([O:20][CH2:21][CH2:22][CH3:23])[cH:18][cH:19]1)[cH:13]2.[ClH:30].[Na+:29].[OH-:28]>>[CH:1](=[O:2])[N:3]1[CH2:4][CH2:5][C:6]([C:24](=[O:25])[OH:26])=[CH:7][c:8]2[c:9]1[cH:10][cH:11][c:12](-[c:14]1[cH:15][cH:16][c:17]([O:20][CH2:21][CH2:22][CH3:23])[cH:18][cH:19]1)[cH:13]2. The reactants are n-octyl aldehyde, lithium tert-butyl, Pfp-ester, CCCCCCC[C@H](CC(=O)O)O (D-3-hydroxydecanoic acid), C(=O)(C(F)(F)F)O (TFA), C=C[C@H]1CN2CC[C@H]1C[C@H]2[C@@H](C3=CC=NC4=CC=CC=C34)O ((-)-cinchonidine), peptide, peptide, ester. Solvent: CN(C)C=O (DMF). The product is OC(CC(=O)O)CCCCCCC (3-Hydroxydecanoic acid), peptide. RXN SMILES: [CH3:1][CH2:2][CH2:3][CH2:4][CH2:5][CH2:6][CH2:7][C@@H:8]([OH:13])[CH2:9][C:10]([OH:12])=[O:11].C(O)(C(F)(F)F)=O.C=C[C@@H]1[C@@H]2C[C@@H]([C@H](O)C3C4C(=CC=CC=4)N=CC=3)N(CC2)C1>CN(C=O)C>[OH:13][CH:8]([CH2:7][CH2:6][CH2:5][CH2:4][CH2:3][CH2:2][CH3:1])[CH2:9][C:10]([OH:12])=[O:11]. Procedure details: Linear peptide (18) was completed by acylating the peptide resin with the Pfp-ester of D-3-hydroxydecanoic acid in DMF. Again, the use of Pfp ester activation allowed the acid to be coupled with its hydroxyl unprotected. 3-Hydroxydecanoic acid (mp 55°-56° C., 57° C.)21 was synthesized from n-octyl aldehyde by reaction with lithium tert-butyl acetate22 followed by TFA hydrolysis and resolution as the (-)-cinchonidine salt (mp 119°-120° C., 119°-120° C.) which upon neutralization gave (-)-D-3-hydr... The reactants are ClCC1CNC(O1)=O (5-chloromethyl-2-oxazolidinone), ( 6.53 ), ( 2.35 ), Br, BrBr (bromine), ( 22.40 ), Cl 18.12. The solvent is [OH-].[Na+] (NaOH). Conditions: temperature 0 celsius. Product: BrN1C(OC(C1)CCl)=O (3-Bromo-5-chloromethyl-2-oxazolidinone). As a reaction SMILES: [Cl:1][CH2:2][CH:3]1[O:7][C:6](=[O:8])[NH:5][CH2:4]1.[Br:9]Br>[OH-].[Na+]>[Br:9][N:5]1[CH2:4][CH:3]([CH2:2][Cl:1])[O:7][C:6]1=[O:8] |f:2.3|. Procedure: 13.55 grams (0.1 mole) 5-chloromethyl-2-oxazolidinone, prepared in Example 1, were dissolved in 90 mL of a 1 M NaOH solution and then cooled to 0° C. 17.6 grams (0.11 moles) bromine were added dropwise, with stirring over a period of fifteen minutes. The product was extracted with methylene chloride. The extracts were then combined, dried and the solvent removed using a rotary evaporator to yield an orange solid. Proton NMR Data: δ3.15 (m, 1 proton), 3.48 (m, 1 proton), 3.7 (m, 2 protons), 4.7 (... Starting materials: C1CCOC1, [Li+], CCOC(=O)c1sc(N2CCC(NC(=O)c3[nH]c(C)c(Cl)c3Cl)CC2)nc1CN, [OH-]. RXN SMILES: [CH2:32]1[O:33][CH2:34][CH2:35][CH2:36]1.[Li+:31].[NH2:1][CH2:2][c:3]1[n:4][c:5]([N:13]2[CH2:14][CH2:15][CH:16]([NH:19][C:20](=[O:21])[c:22]3[nH:23][c:24]([CH3:29])[c:25]([Cl:28])[c:26]3[Cl:27])[CH2:17][CH2:18]2)[s:6][c:7]1[C:8](=[O:9])[O:10][CH2:11][CH3:12].[OH-:30]>>[NH2:1][CH2:2][c:3]1[n:4][c:5]([N:13]2[CH2:14][CH2:15][CH:16]([NH:19][C:20](=[O:21])[c:22]3[nH:23][c:24]([CH3:29])[c:25]([Cl:28])[c:26]3[Cl:27])[CH2:17][CH2:18]2)[s:6][c:7]1[C:8](=[O:9])[OH:10]. Yields the product Cc1[nH]c(C(=O)NC2CCN(c3nc(CN)c(C(=O)O)s3)CC2)c(Cl)c1Cl. Starting materials: ice water, S(=O)(=O)(OC1CC(CC1)(C1=CC=C(C=C1)F)C1=CC=C(C=C1)F)C1=CC=C(C)C=C1 (3,3-bis(p-fluorophenyl)cyclopentyl tosylate), Cl.N1CCC(CC1)N1C(NC2=C1C=CC(=C2)Cl)=O (1-(4-piperidyl)-5-chloro-2-benzimidazolinone hydrochloride), C([O-])([O-])=O.[K+].[K+] (potassium carbonate). Solvent: CN(C=O)C (dimethylformamide). Conditions: temperature 70 celsius, time 52 hour. Product: FC1=CC=C(C=C1)C1(CC(CC1)N1CCC(CC1)N1C(NC2=C1C=CC(=C2)Cl)=O)C2=CC=C(C=C2)F (1-[1-(3,3-bis(p-fluorophenyl)cyclopentyl)-4-piperidyl]-5-chloro-2-benzimidazolinone). As a reaction SMILES: S(C1C=CC(C)=CC=1)(O[CH:5]1[CH2:9][CH2:8][C:7]([C:17]2[CH:22]=[CH:21][C:20]([F:23])=[CH:19][CH:18]=2)([C:10]2[CH:15]=[CH:14][C:13]([F:16])=[CH:12][CH:11]=2)[CH2:6]1)(=O)=O.Cl.[NH:32]1[CH2:37][CH2:36][CH:35]([N:38]2[C:42]3[CH:43]=[CH:44][C:45]([Cl:47])=[CH:46][C:41]=3[NH:40][C:39]2=[O:48])[CH2:34][CH2:33]1.C(=O)([O-])[O-].[K+].[K+]>CN(C)C=O>[F:16][C:13]1[CH:12]=[CH:11][C:10]([C:7]2([C:17]3[CH:22]=[CH:21][C:20]([F:23])=[CH:19][CH:18]=3)[CH2:8][CH2:9][CH:5]([N:32]3[CH2:33][CH2:34][CH:35]([N:38]4[C:42]5[CH:43]=[CH:44][C:45]([Cl:47])=[CH:46][C:41]=5[NH:40][C:39]4=[O:48])[CH2:36][CH2:37]3)[CH2:6]2)=[CH:15][CH:14]=1 |f:1.2,3.4.5|. Reported procedure: A mixture of 13.5 g of 3,3-bis(p-fluorophenyl)cyclopentyl tosylate (nD20 1.5691), 7.5 g of 1-(4-piperidyl)-5-chloro-2-benzimidazolinone hydrochloride, 8.6 g of potassium carbonate and 70 ml of dimethylformamide is stirred at 70° C for 52 hours. The reaction mixture is poured into ice water, and the aqueous layer is removed by decantation. The precipitated semi-solid is dissolved in chloroform. The solution is washed with water and dried over sodium sulfate, and the solvent is removed. The crude ... The reactants are N1(N=NC2=C1C=CC=C2)OC2=NC=C(C(=N2)NCC2=CC(=CC=C2)F)C(=O)N (2-(1H-benzo[d][1,2,3]triazol-1-yloxy)-4-(3-fluorobenzylamino)pyrimidine-5-carboxamide), NC=1C=CC(=C(C1)NC(C)=O)OCCN1CCCC1 (N-(5-amino-2-(2-(pyrrolidin-1-yl)ethoxy)phenyl)acetamide), CC=1C=CC(=CC1)S(=O)(=O)O (pTsOH). Run in CN1CCCC1=O (NMP). Conditions: temperature 100 celsius. Yields the product C(C)(=O)NC=1C=C(C=CC1OCCN1CCCC1)NC1=NC=C(C(=N1)NCC1=CC(=CC=C1)F)C(=O)N (2-(3-acetamido-4-(2-(pyrrolidin-1-yl)ethoxy)phenylamino)-4-(3-fluorobenzylamino)pyrimidine-5-carboxamide). Isolated yield 60.4%. Reaction SMILES: N1(O[C:11]2[N:16]=[C:15]([NH:17][CH2:18][C:19]3[CH:24]=[CH:23][CH:22]=[C:21]([F:25])[CH:20]=3)[C:14]([C:26]([NH2:28])=[O:27])=[CH:13][N:12]=2)C2C=CC=CC=2N=N1.[NH2:29][C:30]1[CH:31]=[CH:32][C:33]([O:40][CH2:41][CH2:42][N:43]2[CH2:47][CH2:46][CH2:45][CH2:44]2)=[C:34]([NH:36][C:37](=[O:39])[CH3:38])[CH:35]=1.CC1C=CC(S(O)(=O)=O)=CC=1>CN1C(=O)CCC1>[C:37]([NH:36][C:34]1[CH:35]=[C:30]([NH:29][C:11]2[N:16]=[C:15]([NH:17][CH2:18][C:19]3[CH:24]=[CH:23][CH:22]=[C:21]([F:25])[CH:20]=3)[C:14]([C:26]([NH2:28])=[O:27])=[CH:13][N:12]=2)[CH:31]=[CH:32][C:33]=1[O:40][CH2:41][CH2:42][N:43]1[CH2:44][CH2:45][CH2:46][CH2:47]1)(=[O:39])[CH3:38]. Procedure details: To a solution of 2-(1H-benzo[d][1,2,3]triazol-1-yloxy)-4-(3-fluorobenzylamino)pyrimidine-5-carboxamide (57 mg, 0.15 mmol) in NMP (0.6 mL) was added N-(5-amino-2-(2-(pyrrolidin-1-yl)ethoxy)phenyl)acetamide (47 mg, 0.18 mmol) and pTsOH*H2O (28 mg, 0.15 mmol). The mixture was heated at 100° C. for 2 h, cooled to room temperature, and purified by preparative HPLC to give 2-(3-acetamido-4-(2-(pyrrolidin-1-yl)ethoxy)phenylamino)-4-(3-fluorobenzylamino)pyrimidine-5-carboxamide (46 mg). MS found for C26... The reactants are CCCOc1ccc(S(=O)(=O)Cl)cc1-c1nn2c(CCC)nc(C)c2c(=O)[nH]1, CCNCC, CO, ClCCl. The product is CCCOc1ccc(S(=O)(=O)N(CC)CC)cc1-c1nn2c(CCC)nc(C)c2c(=O)[nH]1. RXN SMILES: [CH2:1]([CH2:2][CH3:3])[O:4][c:5]1[c:6](-[c:15]2[n:16][n:17]3[c:18]([c:19](=[O:21])[nH:20]2)[c:22]([CH3:28])[n:23][c:24]3[CH2:25][CH2:26][CH3:27])[cH:7][c:8]([S:11](=[O:12])(=[O:13])[Cl:14])[cH:9][cH:10]1.[CH2:29]([CH3:30])[NH:31][CH2:32][CH3:33].[CH3:34][OH:35].[Cl:36][CH2:37][Cl:38]>>[CH2:1]([CH2:2][CH3:3])[O:4][c:5]1[c:6](-[c:15]2[n:16][n:17]3[c:18]([c:19](=[O:21])[nH:20]2)[c:22]([CH3:28])[n:23][c:24]3[CH2:25][CH2:26][CH3:27])[cH:7][c:8]([S:11](=[O:12])(=[O:13])[N:31]([CH2:29][CH3:30])[CH2:32][CH3:33])[cH:9][cH:10]1. Starting materials: BrC1=CC=CC2=C1N(C=N2)CC(=O)O ((7-bromo-1H-benzimidazol-1-yl)acetic acid), ClC1=C(C(=CC=C1)[N+](=O)[O-])Cl (1,2-dichloro-3-nitrobenzene). Product: ClC1=CC=CC2=C1N(C=N2)CC(=O)O ((7-Chloro-1H-benzimidazol-1-yl)acetic acid). As a reaction SMILES: Br[C:2]1[C:7]2[N:8]([CH2:11][C:12]([OH:14])=[O:13])[CH:9]=[N:10][C:6]=2[CH:5]=[CH:4][CH:3]=1.[Cl:15]C1C=CC=C([N+]([O-])=O)C=1Cl>>[Cl:15][C:2]1[C:7]2[N:8]([CH2:11][C:12]([OH:14])=[O:13])[CH:9]=[N:10][C:6]=2[CH:5]=[CH:4][CH:3]=1. Procedure details: Alternatively, the title compound was synthesised according to the procedure described for the synthesis of (7-bromo-1H-benzimidazol-1-yl)acetic acid (parts A-D) starting from 1,2-dichloro-3-nitrobenzene. The new intermediates isolated were: